Dataset: the Open Reaction Database (ORD), a public repository of structured organic reaction records. Task: describe an organic reaction: reactants, conditions, products, and yield The reactants are FC1=C(C=C(C=C1)B(O)O)C (4-fluoro-3-methylphenyl boronic acid), BrC1=NC=CC=C1Cl (2-bromo-3-chloropyridine), C(=O)([O-])[O-].[Na+].[Na+] (Na2CO3), ClC1=NC=CC=C1C=1C=C2C=NNC2=CC1 (5-(2-chloropyridin-3-yl)-1H-indazole), ClC1=NC=CC=C1C=1C=C2C=NNC2=CC1 (5-(2-chloropyridin-3-yl)-1H-indazole). Reagents/catalysts: C=1C=CC(=CC1)[P](C=2C=CC=CC2)(C=3C=CC=CC3)[Pd]([P](C=4C=CC=CC4)(C=5C=CC=CC5)C=6C=CC=CC6)([P](C=7C=CC=CC7)(C=8C=CC=CC8)C=9C=CC=CC9)[P](C=1C=CC=CC1)(C=1C=CC=CC1)C=1C=CC=CC1 (Pd(PPh3)4). The solvent is O1CCOCC1 (1,4-dioxane). Product: ClC=1C(=NC=CC1)C1=CC(=C(C=C1)F)C (3-chloro-2-(4-fluoro-3-methylphenyl)pyridine). Yield: 54.8%. As a reaction SMILES: ClC1C(C2C=C3C(=CC=2)NN=C3)=CC=CN=1.[F:17][C:18]1[CH:23]=[CH:22][C:21](B(O)O)=[CH:20][C:19]=1[CH3:27].Br[C:29]1[C:34]([Cl:35])=[CH:33][CH:32]=[CH:31][N:30]=1.C([O-])([O-])=O.[Na+].[Na+]>O1CCOCC1.C1C=CC([P]([Pd]([P](C2C=CC=CC=2)(C2C=CC=CC=2)C2C=CC=CC=2)([P](C2C=CC=CC=2)(C2C=CC=CC=2)C2C=CC=CC=2)[P](C2C=CC=CC=2)(C2C=CC=CC=2)C2C=CC=CC=2)(C2C=CC=CC=2)C2C=CC=CC=2)=CC=1>[Cl:35][C:34]1[C:29]([C:21]2[CH:22]=[CH:23][C:18]([F:17])=[C:19]([CH3:27])[CH:20]=2)=[N:30][CH:31]=[CH:32][CH:33]=1 |f:3.4.5,^1:51,53,72,91|. Procedure details: 3-Chloro-2-(4-fluoro-3-methylphenyl)pyridine was synthesized analogous to the reaction conditions used in the preparation of 5-(2-chloropyridin-3-yl)-1H-indazole by heating the mixture of 4-fluoro-3-methylphenyl boronic acid (1.0 g, 6.5 mmol), 2-bromo-3-chloropyridine (1.4 g, 7.1 mmol), Pd(PPh3)4 (0.45 g, 0.38 mmol) and 2M aq. Na2CO3 (8 mL, 16 mmol) in 1,4-dioxane (125 mL) under argon atmosphere for 3 h. Upon work-up of the reaction mixture, as discussed in the preparation of 5-(2-chloropyridin-... Starting materials: ClC=1N=C2C(=C(C=NC2=CC1)C(=O)OCC)NC1=CC(=CC=C1)C(F)(F)F (ethyl 6-chloro-4-((3-(trifluoromethyl)phenyl)amino)-1,5-naphthyridine-3-carboxylate), [OH-].[Li+] (lithium hydroxide). The solvent is CO (methanol), O (water), O1CCCC1 (tetrahydrofuran). Yields the product ClC=1N=C2C(=C(C=NC2=CC1)C(=O)O)NC1=CC(=CC=C1)C(F)(F)F (6-chloro-4-((3-(trifluoromethyl)phenyl)amino)-1,5-naphthyridine-3-carboxylic acid). Yield: 97.9%. As a reaction SMILES: [Cl:1][C:2]1[N:3]=[C:4]2[C:9](=[CH:10][CH:11]=1)[N:8]=[CH:7][C:6]([C:12]([O:14]CC)=[O:13])=[C:5]2[NH:17][C:18]1[CH:23]=[CH:22][CH:21]=[C:20]([C:24]([F:27])([F:26])[F:25])[CH:19]=1.[OH-].[Li+]>CO.O1CCCC1.O>[Cl:1][C:2]1[N:3]=[C:4]2[C:9](=[CH:10][CH:11]=1)[N:8]=[CH:7][C:6]([C:12]([OH:14])=[O:13])=[C:5]2[NH:17][C:18]1[CH:23]=[CH:22][CH:21]=[C:20]([C:24]([F:25])([F:26])[F:27])[CH:19]=1 |f:1.2|. Reported procedure: ethyl 6-chloro-4-((3-(trifluoromethyl)phenyl)amino)-1,5-naphthyridine-3-carboxylate (3.95 g, 10 mmol) was dissolved in 50 mL methanol and 50 mL tetrahydrofuran. To the resulting mixture was added dropwise a solution of lithium hydroxide (1.26 g, 30 mmol) in water (50 mL). After the completion of the dropwise addition, the resulting mixture is reacted at room temperature for 4 hrs. The reaction was concentrated, and 200 mL water was added. The resulting mixture was adjusted with hydrochloric acid... The reactants are ClC1=C(C(=O)O)C=CC(=C1)C(=O)OC (2-chloro-4-(methoxycarbonyl)benzoic acid), S(O)(O)(=O)=O (Sulfuric Acid), CC(C)=C (isobutylene). Solvent: C(Cl)Cl (DCM). Reaction conditions: temperature -78 celsius. Product: ClC1=C(C(=O)OC(C)(C)C)C=CC(=C1)C(=O)OC (1-tert-butyl 4-methyl 2-chloroterephthalate). As a reaction SMILES: [Cl:1][C:2]1[CH:10]=[C:9]([C:11]([O:13][CH3:14])=[O:12])[CH:8]=[CH:7][C:3]=1[C:4]([OH:6])=[O:5].S(=O)(=O)(O)O.[CH3:20][C:21](=[CH2:23])[CH3:22]>C(Cl)Cl>[Cl:1][C:2]1[CH:10]=[C:9]([C:11]([O:13][CH3:14])=[O:12])[CH:8]=[CH:7][C:3]=1[C:4]([O:6][C:21]([CH3:23])([CH3:22])[CH3:20])=[O:5]. Reported procedure: To 24.9 g of 2-chloro-4-(methoxycarbonyl)benzoic acid and 2 mL of Sulfuric Acid in 350 mL of DCM was added isobutylene gas at −78° C. until the solvent was saturated and capped off securely. Let go several days at room temperature and re-cool to −78° C. before removing cap. Concentrate solvent, extract with Ethyl Acetate and bicarbonate, dry with Magnesium Sulfate, filter and concentrate to give 31.4 g of 1-tert-butyl 4-methyl 2-chloroterephthalate. 3.35 g of 1-tert-butyl 4-methyl 2-chlorotereph... Starting materials: O=C(OCc1ccccc1)N1CCC(CCC(F)(F)c2ccccc2)CC1, CCO. Product: FC(F)(CCC1CCNCC1)c1ccccc1. RXN SMILES: [CH2:1]([O:2][C:3](=[O:4])[N:11]1[CH2:12][CH2:13][CH:14]([CH2:17][CH2:18][C:19]([c:20]2[cH:21][cH:22][cH:23][cH:24][cH:25]2)([F:26])[F:27])[CH2:15][CH2:16]1)[c:5]1[cH:6][cH:7][cH:8][cH:9][cH:10]1.[CH3:28][CH2:29][OH:30]>>[NH:11]1[CH2:12][CH2:13][CH:14]([CH2:17][CH2:18][C:19]([c:20]2[cH:21][cH:22][cH:23][cH:24][cH:25]2)([F:26])[F:27])[CH2:15][CH2:16]1. Yields the product C(=O)(C(=O)OCC)N1C(CCC2CC=CC=C12)C=CC(=O)OCC (N-ethoxalyl-2-ethoxycarbonylethenyltetrahydroquinoline). Conditions: time 20 minute. Isolated yield 54.0%. RXN SMILES: C[C:2]([CH3:5])([O-:4])C.[K+].[C:7]([N:14]1[C:23]2[CH:18]([CH2:19][CH:20]=[CH:21][CH:22]=2)[CH2:17][CH2:16][CH:15]1[CH:24]=O)([C:9]([O:11][CH2:12][CH3:13])=[O:10])=[O:8].O.Cl.C1C[O:31][CH2:30][CH2:29]1>>[C:7]([N:14]1[C:23]2[CH:18]([CH2:19][CH:20]=[CH:21][CH:22]=2)[CH2:17][CH2:16][CH:15]1[CH:24]=[CH:29][C:30]([O:4][CH2:2][CH3:5])=[O:31])([C:9]([O:11][CH2:12][CH3:13])=[O:10])=[O:8] |f:0.1|. Procedure details: To a solution of diethylphosphonoacetic acid diethyl ester (10.6 g, 47.1 mmol) in THF (100 mL) was added potassium tert-butoxide (5.04 g, 44.9 mmol) at 0° C. The mixture was stirred for 20 min at room temperature. To the solution was added dropwise N-ethoxalyl-2-formyltetrahydroquinoline (11.18 g, 42.8 mmol)in THF (120 mL) at 0° C. After the complete addition, the mixture was stirred for 15 min at room temperature and water and a small amount of diluted hydrochloric acid were added. The mixture ... Reactants: C(=O)(C(=O)OCC)N1C(CCC2CC=CC=C12)C=O (N-ethoxalyl-2-formyltetrahydroquinoline), C1CCOC1 (THF), O (water), Cl (hydrochloric acid), diethylphosphonoacetic acid diethyl ester, CC(C)([O-])C.[K+] (potassium tert-butoxide), C1CCOC1 (THF).